This data is from the Open Reaction Database (ORD), a public repository of structured organic reaction records. The task is: describe an organic reaction: reactants, conditions, products, and yield Reactants: ClC1=CC=C(CO)C=C1 (4-chlorobenzyl alcohol), P(Br)(Br)Br (PBr3). Run in C(Cl)Cl (CH2Cl2), C(Cl)Cl (CH2Cl2). Conditions: time 72 hour. The product is ClC1=CC=C(CBr)C=C1 (4-chlorobenzyl bromide). RXN SMILES: [Cl:1][C:2]1[CH:9]=[CH:8][C:5]([CH2:6]O)=[CH:4][CH:3]=1.P(Br)(Br)[Br:11]>C(Cl)Cl>[Cl:1][C:2]1[CH:9]=[CH:8][C:5]([CH2:6][Br:11])=[CH:4][CH:3]=1. Reported procedure: To a suspension of 4-chlorobenzyl alcohol (14.26 g, 100 mmol) in CH2Cl2 (40 mL) at ambient temperature was added added dropwise a solution of PBr3 in CH2Cl2 (1.0M, 32 mL, 32 mmol). The reaction mixture was stirred for 72 hours at ambient temperature and then was poured slowly onto ice. The layers were separated and the organic phase was dried over MgSO4, filtered, and concentrated in vacuo to give 4-chlorobenzyl bromide (19.76 g) as a colorless solid. Reactants: CCOC(=O)c1ccc(-n2nc(C(C)(C)C)cc2N)cc1, CC(C)(C)C(=O)CC#N, O=C=Nc1cccc(Cl)c1Cl, CCOC(=O)c1ccc(NN)cc1. Yields the product CCOC(=O)c1ccc(-n2nc(C(C)(C)C)cc2NC(=O)Nc2cccc(Cl)c2Cl)cc1. RXN SMILES: [C:1]([CH3:2])([CH3:3])([CH3:4])[c:5]1[n:6][n:7](-[c:11]2[cH:12][cH:13][c:14]([C:15](=[O:16])[O:17][CH2:18][CH3:19])[cH:20][cH:21]2)[c:8]([NH2:10])[cH:9]1.[C:35]([CH2:36][C:37]#[N:38])(=[O:39])[C:40]([CH3:41])([CH3:42])[CH3:43].[Cl:44][c:45]1[c:46]([Cl:54])[c:47]([N:51]=[C:52]=[O:53])[cH:48][cH:49][cH:50]1.[NH:22]([c:23]1[cH:24][cH:25][c:26]([C:27]([O:28][CH2:29][CH3:30])=[O:31])[cH:32][cH:33]1)[NH2:34]>>[C:1]([CH3:2])([CH3:3])([CH3:4])[c:5]1[n:6][n:7](-[c:11]2[cH:12][cH:13][c:14]([C:15](=[O:16])[O:17][CH2:18][CH3:19])[cH:20][cH:21]2)[c:8]([NH:10][C:52]([NH:51][c:47]2[c:46]([Cl:54])[c:45]([Cl:44])[cH:50][cH:49][cH:48]2)=[O:53])[cH:9]1.